This data is from the Open Reaction Database (ORD), a public repository of structured organic reaction records. The task is: describe an organic reaction: reactants, conditions, products, and yield Starting materials: FC1=C(C(=CC(=C1)F)O)N1C(N(C(=CC1=O)C(F)(F)F)C)=O (3-(2,4-difluoro-6-hydroxyphenyl)-1-methyl-6-trifluoromethyluracil), O (water), C([O-])([O-])=O.[K+].[K+] (potassium carbonate), C(C#C)Br (propargyl bromide). The solvent is CN(C=O)C (N,N-dimethylformamide). Conditions: temperature 65 celsius, time 5 hour. Yields the product FC1=C(C(=CC(=C1)F)OCC#C)N1C(N(C(=CC1=O)C(F)(F)F)C)=O (3-(2,4-difluoro-6-propargyloxyphenyl)-1-methyl-6-trifluoromethyluracil). Yield: 92.5%. Reaction SMILES: [F:1][C:2]1[CH:7]=[C:6]([F:8])[CH:5]=[C:4]([OH:9])[C:3]=1[N:10]1[C:15](=[O:16])[CH:14]=[C:13]([C:17]([F:20])([F:19])[F:18])[N:12]([CH3:21])[C:11]1=[O:22].C(=O)([O-])[O-].[K+].[K+].[CH2:29](Br)[C:30]#[CH:31].O>CN(C)C=O>[F:1][C:2]1[CH:7]=[C:6]([F:8])[CH:5]=[C:4]([O:9][CH2:31][C:30]#[CH:29])[C:3]=1[N:10]1[C:15](=[O:16])[CH:14]=[C:13]([C:17]([F:20])([F:18])[F:19])[N:12]([CH3:21])[C:11]1=[O:22] |f:1.2.3|. Procedure: 4.8 g (15 mmol) of 3-(2,4-difluoro-6-hydroxyphenyl)-1-methyl-6-trifluoromethyluracil and 3.2 g (23 mmol) of potassium carbonate were suspended in 50 ml of N,N-dimethylformamide, and 2.5 g (21 mmol) of propargyl bromide was dropwise added thereto at room temperature. After stirring at from 60 to 70° C. for 5 hours, the reaction solution was poured into water and extracted with ethyl acetate. The organic layer was washed sequentially with water and a saturated sodium chloride aqueous solution and ... The reactants are FC(C(=O)O)(F)F.BrC=1C=C(C=CC1F)N1C(=NOC1=O)C=1C(=NON1)NC(C1=CC=C(C=C1)CN1CCOCC1)=O (N-{4-[4-(3-bromo-4-fluorophenyl)-5-oxo-4,5-dihydro-1,2,4-oxadiazol-3-yl]-1,2,5-oxadiazol-3-yl}-4-(morpholin-4-ylmethyl)benzamide trifluoroacetate), P(Cl)(Cl)(Cl)(Cl)Cl (phosphorus pentachloride), C(#N)[BH3-].[Na+] (sodium cyanoborohydride). Solvent: C1=CC=CC=C1 (benzene). Product: BrC=1C=C(C=CC1F)N1C(=NOC1=O)C1=NON=C1NCC1=CC=C(C=C1)CN1CCOCC1 (4-(3-bromo-4-fluorophenyl)-3-(4-{[4-(morpholin-4-ylmethyl)benzyl]amino}-1,2,5-oxadiazol-3-yl)-1,2,4-oxadiazol-5(4H)-one). As a reaction SMILES: FC(F)(F)C(O)=O.[Br:8][C:9]1[CH:10]=[C:11]([N:16]2[C:20](=[O:21])[O:19][N:18]=[C:17]2[C:22]2[C:23]([NH:27][C:28](=O)[C:29]3[CH:34]=[CH:33][C:32]([CH2:35][N:36]4[CH2:41][CH2:40][O:39][CH2:38][CH2:37]4)=[CH:31][CH:30]=3)=[N:24][O:25][N:26]=2)[CH:12]=[CH:13][C:14]=1[F:15].P(Cl)(Cl)(Cl)(Cl)Cl.C([BH3-])#N.[Na+]>C1C=CC=CC=1>[Br:8][C:9]1[CH:10]=[C:11]([N:16]2[C:20](=[O:21])[O:19][N:18]=[C:17]2[C:22]2[C:23]([NH:27][CH2:28][C:29]3[CH:30]=[CH:31][C:32]([CH2:35][N:36]4[CH2:37][CH2:38][O:39][CH2:40][CH2:41]4)=[CH:33][CH:34]=3)=[N:24][O:25][N:26]=2)[CH:12]=[CH:13][C:14]=1[F:15] |f:0.1,3.4|. Procedure details: A solution of N-{4-[4-(3-bromo-4-fluorophenyl)-5-oxo-4,5-dihydro-1,2,4-oxadiazol-3-yl]-1,2,5-oxadiazol-3-yl}-4-(morpholin-4-ylmethyl)benzamide trifluoroacetate (60 mg, 91 μmol) in benzene (1.8 mL) was treated with phosphorus pentachloride (76 mg, 0.36 mmol) and stirred at reflux for 2.5 h. The reaction mixture was concentrated to a residue which was diluted with ethanol (1.4 mL), treated with sodium cyanoborohydride (17 mg, 0.27 mmol), and stirred for 2 h. The reaction mixture was quenched with ... The reactants are Brc1cnc2[nH]ccc2c1, C[O-], CN(C)C=O, CO, CCOC(C)=O, [Cl-], [Cu]I, [Cu]Br, [NH4+], [NH4+], [Na+], [OH-], O. Yields the product COc1cnc2[nH]ccc2c1. As a reaction SMILES: [Br:1][c:2]1[cH:3][c:4]2[cH:5][cH:6][nH:7][c:8]2[n:9][cH:10]1.[CH3:11][O-:12].[CH3:19][N:20]([CH3:21])[CH:22]=[O:23].[CH3:24][OH:25].[CH3:26][CH2:27][O:28][C:29](=[O:30])[CH3:31].[Cl-:17].[Cu:32][I:33].[Cu:34][Br:35].[NH4+:16].[NH4+:18].[Na+:13].[OH-:15].[OH2:14]>>[c:2]1([O:12][CH3:11])[cH:3][c:4]2[cH:5][cH:6][nH:7][c:8]2[n:9][cH:10]1. The reactants are [Br-], [Br-], [Br-], ClCCl, O, COc1ccccc1-c1ccccc1, c1cc[nH+]cc1, c1cc[nH+]cc1, c1cc[nH+]cc1. Yields the product COc1ccc(Br)cc1-c1ccccc1. RXN SMILES: [Br-:15].[Br-:16].[Br-:17].[Cl:36][CH2:37][Cl:38].[OH2:39].[c:1]1(-[c:7]2[c:8]([O:13][CH3:14])[cH:9][cH:10][cH:11][cH:12]2)[cH:2][cH:3][cH:4][cH:5][cH:6]1.[nH+:18]1[cH:19][cH:20][cH:21][cH:22][cH:23]1.[nH+:24]1[cH:25][cH:26][cH:27][cH:28][cH:29]1.[nH+:30]1[cH:31][cH:32][cH:33][cH:34][cH:35]1>>[c:1]1(-[c:7]2[c:8]([O:13][CH3:14])[cH:9][cH:10][c:11]([Br:15])[cH:12]2)[cH:2][cH:3][cH:4][cH:5][cH:6]1. The reactants are CC(C)C(=O)Nc1cccc(C2CCNCC2)c1, Cc1c(C=O)c(=O)n(-c2ccccc2)n1C. As a reaction SMILES: [CH3:17][CH:18]([C:19](=[O:20])[NH:21][c:22]1[cH:23][c:24]([CH:28]2[CH2:29][CH2:30][NH:31][CH2:32][CH2:33]2)[cH:25][cH:26][cH:27]1)[CH3:34].[CH3:1][n:2]1[n:3](-[c:11]2[cH:12][cH:13][cH:14][cH:15][cH:16]2)[c:4](=[O:10])[c:5]([CH:8]=[O:9])[c:6]1[CH3:7]>>[CH3:1][n:2]1[n:3](-[c:11]2[cH:12][cH:13][cH:14][cH:15][cH:16]2)[c:4](=[O:10])[c:5]([CH2:8][N:31]2[CH2:30][CH2:29][CH:28]([c:24]3[cH:23][c:22]([NH:21][C:19]([CH:18]([CH3:17])[CH3:34])=[O:20])[cH:27][cH:26][cH:25]3)[CH2:33][CH2:32]2)[c:6]1[CH3:7]. Product: Cc1c(CN2CCC(c3cccc(NC(=O)C(C)C)c3)CC2)c(=O)n(-c2ccccc2)n1C. Starting materials: Cl.C(C1=CC=CC=C1)OC1=CC=C(C=C1)NN (4-Benzyloxy phenyl hydrazine hydrochloride), CCC(=O)C1=CC=C(C=C1)OCC2=CC=CC=C2 (4-benzyloxy propiophenone), C(C)(=O)O (acetic acid). Solvent: C(C)#N (acetonitrile). Run at temperature 81.5 celsius. Yields the product C(C1=CC=CC=C1)OC=1C=C2C(=C(NC2=CC1)C1=CC=C(C=C1)OCC1=CC=CC=C1)C (5-Benzyloxy-2-(4-benzyloxy phenyl)-3-methyl-1H-indole). As a reaction SMILES: Cl.[CH2:2]([O:9][C:10]1[CH:15]=[CH:14][C:13]([NH:16]N)=[CH:12][CH:11]=1)[C:3]1[CH:8]=[CH:7][CH:6]=[CH:5][CH:4]=1.[CH3:18][CH2:19][C:20]([C:22]1[CH:27]=[CH:26][C:25]([O:28][CH2:29][C:30]2[CH:35]=[CH:34][CH:33]=[CH:32][CH:31]=2)=[CH:24][CH:23]=1)=O.C(O)(=O)C>C(#N)C>[CH2:2]([O:9][C:10]1[CH:15]=[C:14]2[C:13](=[CH:12][CH:11]=1)[NH:16][C:20]([C:22]1[CH:27]=[CH:26][C:25]([O:28][CH2:29][C:30]3[CH:35]=[CH:34][CH:33]=[CH:32][CH:31]=3)=[CH:24][CH:23]=1)=[C:19]2[CH3:18])[C:3]1[CH:8]=[CH:7][CH:6]=[CH:5][CH:4]=1 |f:0.1|. Reported procedure: 4-Benzyloxy phenyl hydrazine hydrochloride (1.0 g, 4 mmol), 4-benzyloxy propiophenone (0.96 g, 4 mmol) and acetic acid (10 μl, 0.17 mmol) were suspended in 15 ml of acetonitrile and the mixture was refluxed for 12 hrs at a temperature of 81-82° C. Then mixture was cooled to 10-15° C. within 1 hr. The white product was filtered and washed with chilled acetonitrile (3 ml). 5-Benzyloxy-2-(4-benzyloxy phenyl)-3-methyl-1H-indole (1) melting at 149-150° C. was obtained in a yield of 1.0 g (60%). Starting materials: C(C1=CC=CC=C1)[C@@H]([C@H](C[C@@H](C)C(NCCC(C)(C)C)=O)O)NC(C1=CC(=CC(=C1)C1=CC=CC=C1)N1C(CCC1)=O)=O (N-[(1S,2S,4R)-1-Benzyl-4-(3,3-dimethylbutylcarbamoyl)-2-hydroxypentyl]-3-(2-oxopyrrolidin-1-yl)-5-phenylbenzamide), FC1=C(C(=O)O)C=CC=C1N1C(CCC1)=O (2-fluoro-3-(2-oxopyrrolidin-1-yl)benzoic acid), C12C(CC(CC1)C2)NC([C@@H](C[C@@H]([C@H](CC2=CC=CC=C2)N)O)C)=O ((2R,4S,5S)-5-Amino-4-hydroxy-2-methyl-6-phenylhexanoic acid (bicyclo[2.2.1]hept-2-yl)amide). Yields the product C(C1=CC=CC=C1)[C@@H]([C@H](C[C@@H](C)C(NC1C2CCC(C1)C2)=O)O)NC(C2=C(C(=CC=C2)N2C(CCC2)=O)F)=O (N-[(1S,2S,4R)-1-Benzyl-4-(bicyclo[2.2.1]hept-2-ylcarbamoyl)-2-hydroxypentyl]-2-fluoro-3-(2-oxopyrrolidin-1-yl)-benzamide). RXN SMILES: C([C@H](NC(=O)C1C=C(C2C=CC=CC=2)C=C(N2CCCC2=O)C=1)[C@@H](O)C[C@H](C(=O)NCCC(C)(C)C)C)C1C=CC=CC=1.[F:44][C:45]1[C:53]([N:54]2[CH2:58][CH2:57][CH2:56][C:55]2=[O:59])=[CH:52][CH:51]=[CH:50][C:46]=1[C:47]([OH:49])=O.[CH:60]12[CH2:66][CH:63]([CH2:64][CH2:65]1)[CH2:62][CH:61]2[NH:67][C:68](=[O:83])[C@H:69]([CH3:82])[CH2:70][C@H:71]([OH:81])[C@@H:72]([NH2:80])[CH2:73][C:74]1[CH:79]=[CH:78][CH:77]=[CH:76][CH:75]=1>>[CH2:73]([C@H:72]([NH:80][C:47](=[O:49])[C:46]1[CH:50]=[CH:51][CH:52]=[C:53]([N:54]2[CH2:58][CH2:57][CH2:56][C:55]2=[O:59])[C:45]=1[F:44])[C@@H:71]([OH:81])[CH2:70][C@H:69]([C:68](=[O:83])[NH:67][CH:61]1[CH2:62][CH:63]2[CH2:66][CH:60]1[CH2:65][CH2:64]2)[CH3:82])[C:74]1[CH:75]=[CH:76][CH:77]=[CH:78][CH:79]=1. Procedure details: Prepared in an analogous manner to E6 from 2-fluoro-3-(2-oxopyrrolidin-1-yl)benzoic acid (D27) and (2R,4S,5S)-5-amino-4-hydroxy-2-methyl-6-phenylhexanoic acid (bicyclo[2.2.1]hept-2-yl)amide (D29). Reactants: C1OC=2C=C(C=CC2O1)C1N(CCC=2C3=CC=CC=C3NC12)C(\C=C\C1=CC(=CC=C1)O)=O ((E)-1-[1-(3,4-Methylenedioxyphenyl)-1,3,4,9-tetrahydro-β-carbolin-2-yl]-3-(3-hydroxyphenyl)propene-1-one), C(=O)([O-])[O-].[K+].[K+] (K2CO3), C(Cl)Cl.CO (DCM MeOH), dimethylaminodiethyl chloride. Run in CN(C)C=O (DMF). Product: C1OC=2C=C(C=CC2O1)C1N(CCC=2C3=CC=CC=C3NC12)C(\C=C\C1=CC(=CC=C1)OCCN(C)C)=O ((E)-1-[1-(3,4-Methylenedioxyphenyl)-1,3,4,9-tetrahydro-β-carbolin-2-yl]-3-(3-(2-dimethylaminoethoxy)phenyl)propene-1-one). The yield is 41.3%. Reaction SMILES: [CH2:1]1[O:9][C:8]2[CH:7]=[CH:6][C:5]([CH:10]3[C:22]4[NH:21][C:20]5[C:15](=[CH:16][CH:17]=[CH:18][CH:19]=5)[C:14]=4[CH2:13][CH2:12][N:11]3[C:23](=[O:33])/[CH:24]=[CH:25]/[C:26]3[CH:31]=[CH:30][CH:29]=[C:28]([OH:32])[CH:27]=3)=[CH:4][C:3]=2[O:2]1.C([O-])([O-])=O.[K+].[K+].C(Cl)Cl.CO>CN(C=O)C>[CH2:1]1[O:9][C:8]2[CH:7]=[CH:6][C:5]([CH:10]3[C:22]4[NH:21][C:20]5[C:15](=[CH:16][CH:17]=[CH:18][CH:19]=5)[C:14]=4[CH2:13][CH2:12][N:11]3[C:23](=[O:33])/[CH:24]=[CH:25]/[C:26]3[CH:31]=[CH:30][CH:29]=[C:28]([O:32][CH2:5][CH2:10][N:11]([CH3:23])[CH3:12])[CH:27]=3)=[CH:4][C:3]=2[O:2]1 |f:1.2.3,4.5|. Reported procedure: To a solution of Example 58 (0.25 g, 0.57 mmol) in 50 mL of DMF was added K2CO3 (0.24 g, 3 equiv.) and an excess of dimethylaminodiethyl chloride (about 15 equiv.). The resulting mixture was heated at 60° C. for four hours until disappearance of the Jstarting material (tlc monitoring, DCM:MeOH (90:10). A new compound was formed (Rf=0.20). After evaporation of DMF, the residue was taken up in 150 mL of DCM, washed with 2×50 mL of water, dried over Na2SO4 and recrystallized from EtOH:H2O to give t... The reactants are O1CCC(CC1)C1=CC=C(C=C1)O (4-(4-tetrahydropyranyl) phenol), C(C(C)C)NCC(C)C (diisobutylamine), S(=O)(=O)(Cl)Cl (sulfuryl chloride), S(=O)(=O)(Cl)Cl (sulfuryl chloride). Run in C1(=CC=CC=C1)C (Toluene). Conditions: temperature 70 celsius. Yields the product ClC1=C(C=CC(=C1)C1CCOCC1)O (2-Chloro-4-(4-tetrahydropyranyl)phenol). Yield: 78.9%. As a reaction SMILES: [O:1]1[CH2:6][CH2:5][CH:4]([C:7]2[CH:12]=[CH:11][C:10]([OH:13])=[CH:9][CH:8]=2)[CH2:3][CH2:2]1.C(NCC(C)C)C(C)C.S(Cl)([Cl:26])(=O)=O>C1(C)C=CC=CC=1>[Cl:26][C:9]1[CH:8]=[C:7]([CH:4]2[CH2:5][CH2:6][O:1][CH2:2][CH2:3]2)[CH:12]=[CH:11][C:10]=1[OH:13]. Procedure details: To a 30ml Toluene solution of 4-(4-tetrahydropyranyl) phenol 1 g (5.61 mmol) and diisobutylamine 0.08 ml (0.46 mmol) was added sulfuryl chloride 0.51 ml (6.35 mmol) over 3 hr period upon heating at 70° C. Stirring was continued at that temp. for 2 hr after the addition of sulfuryl chloride was complete. The solvent was removed under reduced pressure, diluted with ethyl acetate and washed with 2N aqueous HCl, saturated aqueous sodium bicarbonate solution, dried over anhydrous sodium sulfate, filt... The reactants are NC1=CC=C(C=N1)OC1=CC(=NC=C1)NC(C)=O (N-(4-((6-aminopyridin-3-yl)oxy)pyridin-2-yl)acetamide), TEA, O (water), C1(CCCCC1)CC(=O)N (2-cyclohexylacetamide), C(C(=O)Cl)(=O)Cl (oxalyl chloride). Solvent: C1CCOC1 (THF), ClCCCl (DCE). Conditions: temperature 70 celsius, time 1 hour. The product is C(C)(=O)NC1=NC=CC(=C1)OC=1C=CC(=NC1)NC(=O)NC(CC1CCCCC1)=O (N-((5-((2-acetamidopyridin-4-yl)oxy)pyridin-2-yl)carbamoyl)-2-cyclohexylacetamide). Isolated yield 50.9%. As a reaction SMILES: [CH:1]1([CH2:7][C:8]([NH2:10])=[O:9])[CH2:6][CH2:5][CH2:4][CH2:3][CH2:2]1.C(Cl)(=O)[C:12](Cl)=[O:13].[NH2:17][C:18]1[N:23]=[CH:22][C:21]([O:24][C:25]2[CH:30]=[CH:29][N:28]=[C:27]([NH:31][C:32](=[O:34])[CH3:33])[CH:26]=2)=[CH:20][CH:19]=1.O>ClCCCl.C1COCC1>[C:32]([NH:31][C:27]1[CH:26]=[C:25]([O:24][C:21]2[CH:20]=[CH:19][C:18]([NH:17][C:12]([NH:10][C:8](=[O:9])[CH2:7][CH:1]3[CH2:6][CH2:5][CH2:4][CH2:3][CH2:2]3)=[O:13])=[N:23][CH:22]=2)[CH:30]=[CH:29][N:28]=1)(=[O:34])[CH3:33]. Procedure details: A solution 2-cyclohexylacetamide (0.104 g, 0.737 mmol) in DCE (4 mL) was treated with oxalyl chloride (0.129 mL, 1.474 mmol) and heated at 70° C. overnight. The mixture was concentrated to dryness, added to a solution of Example A2 (0.09 g, 0.368 mmol) and TEA (0.154 mL, 1.105 mmol) in THF (3 mL) and stirred at RT for 1 h. The mixture was treated with water, extracted with EtOAc (2×) and the combined organics were washed with brine, dried over Na2SO4 and concentrated to dryness. The resulting re...